From a dataset of the Open Reaction Database (ORD), a public repository of structured organic reaction records. describe an organic reaction: reactants, conditions, products, and yield The reactants are COC(=O)CBr, Cc1oc(-c2ccccc2)nc1COc1ccc(COc2ccc(C(=O)c3ccccc3)c(O)c2)cc1, CN(C)C=O, [H-], [Na+], O. Product: COC(=O)COc1cc(OCc2ccc(OCc3nc(-c4ccccc4)oc3C)cc2)ccc1C(=O)c1ccccc1. RXN SMILES: [Br:45][CH2:46][C:47](=[O:48])[O:49][CH3:50].[C:1]([c:2]1[cH:3][cH:4][cH:5][cH:6][cH:7]1)(=[O:8])[c:9]1[c:10]([OH:37])[cH:11][c:12]([O:13][CH2:14][c:15]2[cH:16][cH:17][c:18]([O:19][CH2:20][c:21]3[n:22][c:23](-[c:27]4[cH:28][cH:29][cH:30][cH:31][cH:32]4)[o:24][c:25]3[CH3:26])[cH:33][cH:34]2)[cH:35][cH:36]1.[CH3:38][N:39]([CH3:40])[CH:41]=[O:42].[H-:43].[Na+:44].[OH2:51]>>[C:1]([c:2]1[cH:3][cH:4][cH:5][cH:6][cH:7]1)(=[O:8])[c:9]1[c:10]([O:37][CH2:46][C:47](=[O:48])[O:49][CH3:50])[cH:11][c:12]([O:13][CH2:14][c:15]2[cH:16][cH:17][c:18]([O:19][CH2:20][c:21]3[n:22][c:23](-[c:27]4[cH:28][cH:29][cH:30][cH:31][cH:32]4)[o:24][c:25]3[CH3:26])[cH:33][cH:34]2)[cH:35][cH:36]1. Starting materials: CCCCCCCCN(C)CCCCCCCC, CCC(C)=O, OCCCl. The product is CCCCCCCC[N+](C)(CCO)CCCCCCCC, [Cl-]. Reaction SMILES: [CH2:1]([CH2:2][CH2:3][CH2:4][CH2:5][CH2:6][CH2:7][CH3:8])[N:9]([CH3:10])[CH2:11][CH2:12][CH2:13][CH2:14][CH2:15][CH2:16][CH2:17][CH3:18].[CH3:23][C:24]([CH2:25][CH3:26])=[O:27].[OH:19][CH2:20][CH2:21][Cl:22]>>[CH2:1]([CH2:2][CH2:3][CH2:4][CH2:5][CH2:6][CH2:7][CH3:8])[N+:9]([CH3:10])([CH2:11][CH2:12][CH2:13][CH2:14][CH2:15][CH2:16][CH2:17][CH3:18])[CH2:21][CH2:20][OH:19].[Cl-:22]. Reactants: COc1cncc(Br)c1, O=C([O-])[O-], CC(C)(C)OC(=O)N1CCC2CNC2C1, [Cs+], [Cs+], O=C(C=Cc1ccccc1)C=Cc1ccccc1, O=C(C=Cc1ccccc1)C=Cc1ccccc1, O=C(C=Cc1ccccc1)C=Cc1ccccc1, [Pd], [Pd], c1ccc(P(c2ccccc2)c2ccc3ccccc3c2-c2c(P(c3ccccc3)c3ccccc3)ccc3ccccc23)cc1. Product: COc1cncc(N2CC3CCN(C(=O)OC(C)(C)C)CC32)c1. As a reaction SMILES: [Br:62][c:63]1[cH:64][n:65][cH:66][c:67]([O:69][CH3:70])[cH:68]1.[C:71](=[O:72])([O-:73])[O-:74].[CH:1]12[CH2:2][N:3]([C:9](=[O:10])[O:11][C:12]([CH3:13])([CH3:14])[CH3:15])[CH2:4][CH2:5][CH:6]1[CH2:7][NH:8]2.[Cs+:75].[Cs+:76].[O:115]=[C:116]([CH:117]=[CH:118][c:119]1[cH:120][cH:121][cH:122][cH:123][cH:124]1)[CH:125]=[CH:126][c:127]1[cH:128][cH:129][cH:130][cH:131][cH:132]1.[O:79]=[C:80]([CH:81]=[CH:82][c:83]1[cH:84][cH:85][cH:86][cH:87][cH:88]1)[CH:89]=[CH:90][c:91]1[cH:92][cH:93][cH:94][cH:95][cH:96]1.[O:97]=[C:98]([CH:99]=[CH:100][c:101]1[cH:102][cH:103][cH:104][cH:105][cH:106]1)[CH:107]=[CH:108][c:109]1[cH:110][cH:111][cH:112][cH:113][cH:114]1.[Pd:77].[Pd:78].[cH:16]1[cH:17][cH:18][c:19]([P:20]([c:21]2[cH:22][cH:23][c:24]3[c:25]([cH:26][cH:27][cH:28][cH:29]3)[c:30]2-[c:31]2[c:32]3[c:33]([cH:34][cH:35][cH:36][cH:37]3)[cH:38][cH:39][c:40]2[P:41]([c:42]2[cH:43][cH:44][cH:45][cH:46][cH:47]2)[c:48]2[cH:49][cH:50][cH:51][cH:52][cH:53]2)[c:54]2[cH:55][cH:56][cH:57][cH:58][cH:59]2)[cH:60][cH:61]1>>[CH:1]12[CH2:2][N:3]([C:9](=[O:10])[O:11][C:12]([CH3:13])([CH3:14])[CH3:15])[CH2:4][CH2:5][CH:6]1[CH2:7][N:8]2[c:63]1[cH:64][n:65][cH:66][c:67]([O:69][CH3:70])[cH:68]1. Reactants: C(C)(C)(C)OC(=O)N1CCC(CC1)CCCCC(=O)OCC (4-(4-Ethoxycarbonyl-butyl)-piperidine-1-carboxylic acid tert-butyl ester), C(C)OC(CCC=1C=NC(=C(C1)Cl)C(C)(C)C#N)=O (3-[5-chloro-6-(cyano-dimethyl-methyl)-pyridin-3-yl]-propionic acid ethyl ester). The product is C(C)(C)(C)OC(=O)N1CCC(CC1)CCCCC(=O)O (4-(4-Carboxy-butyl)-piperidine-1-carboxylic acid tert-butyl ester). As a reaction SMILES: [C:1]([O:5][C:6]([N:8]1[CH2:13][CH2:12][CH:11]([CH2:14][CH2:15][CH2:16][CH2:17][C:18]([O:20]CC)=[O:19])[CH2:10][CH2:9]1)=[O:7])([CH3:4])([CH3:3])[CH3:2].C(OC(=O)CCC1C=NC(C(C#N)(C)C)=C(Cl)C=1)C>>[C:1]([O:5][C:6]([N:8]1[CH2:13][CH2:12][CH:11]([CH2:14][CH2:15][CH2:16][CH2:17][C:18]([OH:20])=[O:19])[CH2:10][CH2:9]1)=[O:7])([CH3:4])([CH3:2])[CH3:3]. Procedure details: The title compound was prepared analogously to step 5 of example B(29) where 4-(4-ethoxycarbonyl-butyl)-piperidine-1-carboxylic acid tert-butyl ester from step 3 above, was substituted in place of 3-[5-chloro-6-(cyano-dimethyl-methyl)-pyridin-3-yl]-propionic acid ethyl ester in that example. 1H NMR (400 MHz, CDCl3): δ 1.07–1.39 (m, 7H), 1.45 (s, 9H), 1.59–1.70 (m, 4H), 2.33–2.38 (m, 2H), 2.64–2.68 (m, 2H), 4.09–4.12 (m, 2H). ESIMS (MH−): 284. Reactants: C1(=CC=CC=C1)CC(=O)C1=CC=C2C(N3C(=NC2=C1)CCCCC3)=O (3-(2-phenylacetyl)-7,8,9,10-tetrahydroazepino[2,1-b]quinazolin-12(6H)-one), Example 21.3, [BH4-].[Na+] (NaBH4). Solvent: C(Cl)(Cl)Cl.CO (CHCl3 MeOH). Conditions: time 2 hour. Product: OC(CC1=CC=CC=C1)C1=CC=C2C(N3C(=NC2=C1)CCCCC3)=O (3-(1-hydroxy-2-phenylethyl)-7,8,9,10-tetrahydroazepino[2,1-b]quinazolin-12(6H)-one). As a reaction SMILES: [C:1]1([CH2:7][C:8]([C:10]2[CH:19]=[C:18]3[C:13]([C:14](=[O:25])[N:15]4[CH2:24][CH2:23][CH2:22][CH2:21][CH2:20][C:16]4=[N:17]3)=[CH:12][CH:11]=2)=[O:9])[CH:6]=[CH:5][CH:4]=[CH:3][CH:2]=1.[BH4-].[Na+]>C(Cl)(Cl)Cl.CO>[OH:9][CH:8]([C:10]1[CH:19]=[C:18]2[C:13]([C:14](=[O:25])[N:15]3[CH2:24][CH2:23][CH2:22][CH2:21][CH2:20][C:16]3=[N:17]2)=[CH:12][CH:11]=1)[CH2:7][C:1]1[CH:2]=[CH:3][CH:4]=[CH:5][CH:6]=1 |f:1.2,3.4|. Reported procedure: A mixture of 3-(2-phenylacetyl)-7,8,9,10-tetrahydroazepino[2,1-b]quinazolin-12(6H)-one, obtained from Example 21.3 (100 mg, 0.3 mmol) and excess NaBH4 in CHCl3/MeOH (10 mL, 1:1) was stirred at room temperature for 2 h. After quenching with water, the reaction solution was extracted with ethyl acetate (3×20 mL). The combined organic layers were concentrated. The residue was purified by silica gel chromatography to give the desired product. MS (ESI): 335 (MH+); 1H NMR (300 MHz, CDCl3) δ: 8.18-8.16... Reaction conditions: temperature 10 celsius. As a reaction SMILES: C(OC([NH:8][NH:9][C:10]([C:12]1[C:17]([F:18])=[CH:16][CH:15]=[CH:14][C:13]=1[F:19])=N)=O)(C)(C)C.[Br:20][C:21]1[CH:26]=[CH:25][C:24]([C:27](=O)[CH:28]=[N:29]O)=[CH:23][CH:22]=1.C([O-])(=O)C.[Na+].O>C(O)(=O)C>[Br:20][C:21]1[CH:26]=[CH:25][C:24]([C:27]2[N:8]=[N:9][C:10]([C:12]3[C:13]([F:19])=[CH:14][CH:15]=[CH:16][C:17]=3[F:18])=[N:29][CH:28]=2)=[CH:23][CH:22]=1 |f:2.3|. The product is BrC1=CC=C(C=C1)C1=CN=C(N=N1)C1=C(C=CC=C1F)F (6-(4-Bromophenyl)-3-(2,6-difluorophenyl)-[1,2,4]triazine). Solvent: C(C)(=O)O (acetic acid). Reported procedure: A mixture of 200 mg of N′-[(2,6-difluorophenyl)-iminomethyl]-hydrazinecarboxylic acid tert-butyl ester, 114 mg of (4-bromophenyl)-oxoacetaldehyde oxime and 123 mg of sodium acetate in 1.5 ml of glacial acetic acid is heated at 10° C. for 3 h. After cooling to room temperature, the reaction mixture is poured into water and extracted with ethyl acetate. The organic phase is washed in succession with saturated sodium hydrogen carbonate solution and saturated sodium chloride solution, dried over sod... The reactants are O (water), C(C)(C)(C)OC(=O)NNC(=N)C1=C(C=CC=C1F)F (N′-[(2,6-difluorophenyl)-iminomethyl]-hydrazinecarboxylic acid tert-butyl ester), BrC1=CC=C(C=C1)C(C=NO)=O ((4-bromophenyl)-oxoacetaldehyde oxime), C(C)(=O)[O-].[Na+] (sodium acetate). Starting materials: O=C([O-])[O-], C1CN2CCNCC2CN1, CS(C)=O, Cc1cc(F)ccc1-c1cc(Cl)ncc1N(C)C(=O)C(C)(C)c1cc(C(F)(F)F)cc(C(F)(F)F)c1, [K+], [K+]. Product: Cc1cc(F)ccc1-c1cc(N2CCN3CCNCC3C2)ncc1N(C)C(=O)C(C)(C)c1cc(C(F)(F)F)cc(C(F)(F)F)c1. Reaction SMILES: [C:47](=[O:48])([O-:49])[O-:50].[CH2:1]1[CH:2]2[N:3]([CH2:4][CH2:5][NH:6]1)[CH2:7][CH2:8][NH:9][CH2:10]2.[CH3:53][S:54]([CH3:55])=[O:56].[F:11][C:12]([c:13]1[cH:14][c:15]([C:23]([C:24](=[O:25])[N:26]([CH3:27])[c:28]2[cH:29][n:30][c:31]([Cl:42])[cH:32][c:33]2-[c:34]2[c:35]([CH3:41])[cH:36][c:37]([F:40])[cH:38][cH:39]2)([CH3:43])[CH3:44])[cH:16][c:17]([C:19]([F:20])([F:21])[F:22])[cH:18]1)([F:45])[F:46].[K+:51].[K+:52]>>[CH2:1]1[CH:2]2[N:3]([CH2:4][CH2:5][N:6]1[c:31]1[n:30][cH:29][c:28]([N:26]([C:24]([C:23]([c:15]3[cH:14][c:13]([C:12]([F:11])([F:45])[F:46])[cH:18][c:17]([C:19]([F:20])([F:21])[F:22])[cH:16]3)([CH3:43])[CH3:44])=[O:25])[CH3:27])[c:33](-[c:34]3[c:35]([CH3:41])[cH:36][c:37]([F:40])[cH:38][cH:39]3)[cH:32]1)[CH2:7][CH2:8][NH:9][CH2:10]2. Reactants: C(CCC)C=1N(C(=C(N1)Cl)C=O)CC1=CC=C(C=C1)C(=O)OC (2-butyl-1-(4-carbomethoxybenzyl)-4-chloro-5-formylimidazole), CCCCCC.C(C)(=O)OCC (hexane ethyl acetate), [H][H] (hydrogen), C(C)(=O)[O-].[K+] (potassium acetate). Reagents/catalysts: [Pd].[C] (Pd carbon). Run in CO (methanol). Yields the product C(CCC)C=1N(C(=CN1)C=O)CC1=CC=C(C=C1)C(=O)OC (2-Butyl-1-(4-carbomethoxybenzyl)-5-formylimidazole). Reaction SMILES: [CH2:1]([C:5]1[N:6]([CH2:13][C:14]2[CH:19]=[CH:18][C:17]([C:20]([O:22][CH3:23])=[O:21])=[CH:16][CH:15]=2)[C:7]([CH:11]=[O:12])=[C:8](Cl)[N:9]=1)[CH2:2][CH2:3][CH3:4].[H][H].C([O-])(=O)C.[K+].CCCCCC.C(OCC)(=O)C>CO.[Pd].[C]>[CH2:1]([C:5]1[N:6]([CH2:13][C:14]2[CH:15]=[CH:16][C:17]([C:20]([O:22][CH3:23])=[O:21])=[CH:18][CH:19]=2)[C:7]([CH:11]=[O:12])=[CH:8][N:9]=1)[CH2:2][CH2:3][CH3:4] |f:2.3,4.5,7.8|. Reported procedure: A solution of 1.00 g (0.003 mole) of 2-butyl-1-(4-carbomethoxybenzyl)-4-chloro-5-formylimidazole in 75 mL of methanol is reduced at low pressure with hydrogen and 0.30 g of 5% Pd/carbon in the presence of 0.30 g of potassium acetate to give product; mp 62°-64° C.; tlc (1:1 hexane-ethyl acetate) 1 spot, Rf 0.2; MS (CI) 301 (M+ +1). Starting materials: [H-].[Na+] (Sodium hydride), CN1C(NC(C2=CC=CC=C12)=O)=O (1,2,3,4-tetrahydro-1-methyl-2,4-dioxoquinazoline), C(C)(C)(C)OC([C@@H](CCCI)NC(=O)OC(C)(C)C)=O ((2R)-(t-butyloxycarbonylamino)-5-iodopentanoic acid t-butyl ester). The reagents and catalysts are C1COCCOCCOCCOCCOCCO1 (18-crown-6). The solvent is CN(C)C=O (DMF), CN(C)C=O (DMF). Reaction conditions: time 30 minute. Yields the product C(C)(C)(C)OC([C@@H](CCCN1C(N(C2=CC=CC=C2C1=O)C)=O)NC(=O)OC(C)(C)C)=O ((2R)-t-Butoxycarbonylamino-5-(1,2,3,4-tetrahydro-1-methyl-2,4-dioxoquinazolin-3-yl)pentanoic acid t-butyl ester). The yield is 94.4%. As a reaction SMILES: [H-].[Na+].[CH3:3][N:4]1[C:13]2[C:8](=[CH:9][CH:10]=[CH:11][CH:12]=2)[C:7](=[O:14])[NH:6][C:5]1=[O:15].[C:16]([O:20][C:21](=[O:35])[C@H:22]([NH:27][C:28]([O:30][C:31]([CH3:34])([CH3:33])[CH3:32])=[O:29])[CH2:23][CH2:24][CH2:25]I)([CH3:19])([CH3:18])[CH3:17]>CN(C=O)C.C1OCCOCCOCCOCCOCCOC1>[C:16]([O:20][C:21](=[O:35])[C@H:22]([NH:27][C:28]([O:30][C:31]([CH3:34])([CH3:33])[CH3:32])=[O:29])[CH2:23][CH2:24][CH2:25][N:6]1[C:7](=[O:14])[C:8]2[C:13](=[CH:12][CH:11]=[CH:10][CH:9]=2)[N:4]([CH3:3])[C:5]1=[O:15])([CH3:17])([CH3:18])[CH3:19] |f:0.1|. Reported procedure: Sodium hydride (0.408 g, 10.2 mmol) was added to a solution of 1,2,3,4-tetrahydro-1-methyl-2,4-dioxoquinazoline (2.17 g, 12.4 mmol) and 18-crown-6 (0.045 g) in 25 mL of DMF. After stirring at RT for 30 min, (2R)-(t-butyloxycarbonylamino)-5-iodopentanoic acid t-butyl ester (3.60 g, 9.02 mmol) in 15 mL of DMF was added, and the solution was stirred at RT for 30 min, then at 60° C. for 6 h. The solvent was removed under reduced pressure, and the residue was partitioned between ethyl acetate and 0.0... Reactants: NCC=1C(NC(=CC1CC)C)=O (3-(Amino methyl)-4-ethyl-6-methylpyridin-2(1H)-one), Cl (HCl), O1CCOCC1 (1,4-dioxane). The solvent is C(Cl)Cl (DCM). Conditions: time 10 minute. Yields the product Cl.NCC=1C(NC(=CC1CC)C)=O (3-(Aminomethyl)-4-ethyl-6-methylpyridin-2(1H)-one hydrochloride). RXN SMILES: [NH2:1][CH2:2][C:3]1[C:4](=[O:12])[NH:5][C:6]([CH3:11])=[CH:7][C:8]=1[CH2:9][CH3:10].[ClH:13].O1CCOCC1>C(Cl)Cl>[ClH:13].[NH2:1][CH2:2][C:3]1[C:4](=[O:12])[NH:5][C:6]([CH3:11])=[CH:7][C:8]=1[CH2:9][CH3:10] |f:4.5|. Procedure: 3-(Amino methyl)-4-ethyl-6-methylpyridin-2(1H)-one, (5.6 g, 33 mmol) was suspended in DCM (560 mL) and the insoluble contents/particles were filtered. The filtrate was concentrated and dried. The residue was dissolved in DCM (10 mL) and 4 M HCl in 1,4-dioxane (16 mL, 66 mmol) was added at 0° C. and stirred for 10 min, at which time the reaction mixture was concentrated under high-vacuum and dried. The resulting crude solid was triturated with hexane (150 mL) and filtered. The solid was dried und...